Dataset: the Open Reaction Database (ORD), a public repository of structured organic reaction records. Task: describe an organic reaction: reactants, conditions, products, and yield Reactants: OCCCCl, Oc1cccc(Cl)c1, [Na]. The product is OCCCOc1cccc(Cl)c1. Reaction SMILES: [Cl:10][CH2:11][CH2:12][CH2:13][OH:14].[Cl:2][c:3]1[cH:4][c:5]([OH:9])[cH:6][cH:7][cH:8]1.[Na:1]>>[Cl:2][c:3]1[cH:4][c:5]([O:9][CH2:11][CH2:12][CH2:13][OH:14])[cH:6][cH:7][cH:8]1.